From a dataset of the Open Reaction Database (ORD), a public repository of structured organic reaction records. describe an organic reaction: reactants, conditions, products, and yield Reactants: C1=CC(=CC(=C1)F)CN, C1=CC=C(C=C1)NC2=NC=CC(=C2)Cl. Reagents/catalysts: CC(C)(C)[O-].[Na+], CC(C1CCCC1P(C2CCCCC2)C3CCCCC3)P(C(C)(C)C)C(C)(C)C.C1CCCC1.[Fe], CC(=O)O.CC(=O)O.[Pd]. Solvent: CC(=O)N(C)C. Reaction conditions: temperature 100 celsius. The product is C1=CC=C(C=C1)NC2=NC=CC(=C2)NCC3=CC(=CC=C3)F. Yield: 58.6%. Procedure details: (3-fluorophenyl)methanamine (67.3 mg, 0.54 mmol), 4-chloro-N- phenylpyridin-2-amine (100 mg, 0.49 mmol) and sodium 2-methylpropan-2-olate (94 mg, 0.98 mmol) were suspended in DMA (2 mL) and sealed into a microwave tube. Nitrogen was bubbled through the reaction mixture for 5 minutes. (R)-(-)-1-[(S)-2-(DICYCLOHEXYLPHOSPHINO)FERROCENYL]ETHYLDI-T-BUTYLPHOSPHINE (32.5 mg, 0.06 mmol) and diacetoxypalladium (8.78 mg, 0.04 mmol) were added to the reaction mixture and nitrogen was bubbled through the re... Starting materials: ClC1=C2C=CC(=NC2=CC=C1)C1=CC(=CC2=C1OC1=NC(=CC=C12)C)C (8-(5-chloroquinolin-2-yl)-2,6-dimethylbenzofuro[2,3-b]pyridine), C1(CCCCC1)P(C1=C(C=CC=C1)C=1C(=CC=CC1N(C)C)N(C)C)C1CCCCC1 (2′-(dicyclohexylphosphino)-N2,N2,N6,N6-tetramethyl-[1,1′-biphenyl]-2,6-diamine), [I-].FC(CC[Zn+])(F)F ((3,3,3-trifluoropropyl)zinc(II) iodide). Reagents/catalysts: C(C)(=O)O[Pd]OC(C)=O (diacetoxypalladium). Run in C1CCOC1 (THF). Conditions: time 8 hour. Product: CC1=CC=C2C(=N1)OC1=C2C=C(C=C1C1=NC2=CC=CC(=C2C=C1)CCC(F)(F)F)C (2,6-dimethyl-8-(5-(3,3,3-trifluoropropyl)quinolin-2-yl)benzofuro[2,3-b]pyridine). Yield: 64.0%. RXN SMILES: Cl[C:2]1[CH:11]=[CH:10][CH:9]=[C:8]2[C:3]=1[CH:4]=[CH:5][C:6]([C:12]1[C:17]3[O:18][C:19]4[C:24]([C:16]=3[CH:15]=[C:14]([CH3:26])[CH:13]=1)=[CH:23][CH:22]=[C:21]([CH3:25])[N:20]=4)=[N:7]2.C1(P(C2CCCCC2)C2C=CC=CC=2C2C(N(C)C)=CC=CC=2N(C)C)CCCCC1.[I-].[F:59][C:60]([F:65])([F:64])[CH2:61][CH2:62][Zn+]>C1COCC1.C(O[Pd]OC(=O)C)(=O)C>[CH3:25][C:21]1[N:20]=[C:19]2[O:18][C:17]3[C:12]([C:6]4[CH:5]=[CH:4][C:3]5[C:8](=[CH:9][CH:10]=[CH:11][C:2]=5[CH2:62][CH2:61][C:60]([F:65])([F:64])[F:59])[N:7]=4)=[CH:13][C:14]([CH3:26])=[CH:15][C:16]=3[C:24]2=[CH:23][CH:22]=1 |f:2.3|. Reported procedure: 8-(5-chloroquinolin-2-yl)-2,6-dimethylbenzofuro[2,3-b]pyridine (3.40 g, 9.48 mmol), 2′-(dicyclohexylphosphino)-N2,N2,N6,N6-tetramethyl-[1,1′-biphenyl]-2,6-diamine (0.33 g, 0.76 mmol) and diacetoxypalladium (0.09 g, 0.38 mmol) were charged into a flask and diluted with THF (150 mL). This mixture was degassed by bubbling nitrogen followed by the addition of (3,3,3-trifluoropropyl)zinc(II) iodide (40 mL, 11.8 mmol) via syringe. This mixture was stirred at room temperature overnight. Upon completion... Starting materials: FC(C)C1=CC=C(C=C1)C1=NSC(=C1C(=O)OCC)C(F)(F)F (ethyl 3-[4-(1-fluoroethyl)phenyl]-5-(trifluoromethyl)-1,2-thiazole-4-carboxylate), [H-].[H-].[H-].[H-].[Li+].[Al+3] (LiAlH4). Solvent: O1CCCC1 (tetrahydrofuran). Reaction conditions: temperature 0 celsius, time 1 minute. Yields the product FC(C)C1=CC=C(C=C1)C1=NSC(=C1CO)C(F)(F)F ([3-[4-(1-fluoroethyl)phenyl]-5-(trifluoromethyl)-1,2-thiazol-4-yl]methanol). RXN SMILES: [F:1][CH:2]([C:4]1[CH:9]=[CH:8][C:7]([C:10]2[C:14]([C:15](OCC)=[O:16])=[C:13]([C:20]([F:23])([F:22])[F:21])[S:12][N:11]=2)=[CH:6][CH:5]=1)[CH3:3].[H-].[H-].[H-].[H-].[Li+].[Al+3]>O1CCCC1>[F:1][CH:2]([C:4]1[CH:9]=[CH:8][C:7]([C:10]2[C:14]([CH2:15][OH:16])=[C:13]([C:20]([F:23])([F:22])[F:21])[S:12][N:11]=2)=[CH:6][CH:5]=1)[CH3:3] |f:1.2.3.4.5.6|. Procedure details: Into a 8-mL vial, was placed ethyl 3-[4-(1-fluoroethyl)phenyl]-5-(trifluoromethyl)-1,2-thiazole-4-carboxylate (290 mg, 0.83 mmol, 1.00 equiv), tetrahydrofuran (1 mL). This was followed by the addition of LiAlH4 (0.83 mL) dropwise with stirring at 0° C. in 1 min. The resulting solution was stirred for 1 h at 0° C. in a water/ice bath. The reaction was then quenched by the addition of 1 mL of water. The resulting solution was extracted with 3×3 mL of ethyl acetate and the organic layers combined a... Reactants: CC#N, CCN(C(C)C)C(C)C, O=C(O)C(F)(F)F, Nc1nccc2ccc(CN3CCC(N)C3=O)cc12, O, O=S(=O)(Cl)c1cc2ncccc2s1. Product: O=C(O)C(F)(F)F, Nc1nccc2ccc(CN3CCC(NS(=O)(=O)c4cc5ncccc5s4)C3=O)cc12. RXN SMILES: [CH3:50][C:51]#[N:52].[CH:27]([N:28]([CH:29]([CH3:30])[CH3:31])[CH2:32][CH3:33])([CH3:34])[CH3:35].[F:1][C:2]([C:3](=[O:4])[OH:5])([F:6])[F:7].[NH2:8][CH:9]1[C:10](=[O:26])[N:11]([CH2:14][c:15]2[cH:16][cH:17][c:18]3[cH:19][cH:20][n:21][c:22]([NH2:25])[c:23]3[cH:24]2)[CH2:12][CH2:13]1.[OH2:49].[s:36]1[c:37]([S:45](=[O:46])(=[O:47])[Cl:48])[cH:38][c:39]2[n:40][cH:41][cH:42][cH:43][c:44]12>>[F:1][C:2]([C:3](=[O:4])[OH:5])([F:6])[F:7].[NH:8]([CH:9]1[C:10](=[O:26])[N:11]([CH2:14][c:15]2[cH:16][cH:17][c:18]3[cH:19][cH:20][n:21][c:22]([NH2:25])[c:23]3[cH:24]2)[CH2:12][CH2:13]1)[S:45]([c:37]1[s:36][c:44]2[c:39]([cH:38]1)[n:40][cH:41][cH:42][cH:43]2)(=[O:46])=[O:47]. The reactants are CCOC(=O)CCc1c[nH]c2cc(-c3noc(-c4cnc(OC(C)C)c(C)c4)n3)ccc12, CC(C)O, Cl, [Na+], [OH-], O. Product: Cc1cc(-c2nc(-c3ccc4c(CCC(=O)O)c[nH]c4c3)no2)cnc1OC(C)C. RXN SMILES: [CH3:3][c:4]1[cH:5][c:6](-[c:14]2[n:15][c:16](-[c:19]3[cH:20][cH:21][c:22]4[c:23]([CH2:28][CH2:29][C:30](=[O:31])[O:32][CH2:33][CH3:34])[cH:24][nH:25][c:26]4[cH:27]3)[n:17][o:18]2)[cH:7][n:8][c:9]1[O:10][CH:11]([CH3:12])[CH3:13].[CH:36]([OH:37])([CH3:38])[CH3:39].[ClH:35].[Na+:2].[OH-:1].[OH2:40]>>[CH3:3][c:4]1[cH:5][c:6](-[c:14]2[n:15][c:16](-[c:19]3[cH:20][cH:21][c:22]4[c:23]([CH2:28][CH2:29][C:30](=[O:31])[OH:32])[cH:24][nH:25][c:26]4[cH:27]3)[n:17][o:18]2)[cH:7][n:8][c:9]1[O:10][CH:11]([CH3:12])[CH3:13]. Reactants: BrCC1=CC=C(C(=O)OC)C=C1 (methyl 4-bromomethylbenzoate), N1C(NC2=C1C=CC=C2)=O (1,3-Dihydro-benzoimidazol-2-one), C(=O)([O-])[O-].[K+].[K+] (K2CO3), O (water). Solvent: CN(C)C=O (DMF). Run at temperature 23 celsius, time 4 hour. The product is COC(C1=CC=C(C=C1)CN1C(NC2=C1C=CC=C2)=O)=O (4-(2-Oxo-2,3-dihydro-benzoimidazol-1-ylmethyl)-benzoic acid methyl ester). Reaction SMILES: Br[CH2:2][C:3]1[CH:12]=[CH:11][C:6]([C:7]([O:9][CH3:10])=[O:8])=[CH:5][CH:4]=1.[NH:13]1[C:17]2[CH:18]=[CH:19][CH:20]=[CH:21][C:16]=2[NH:15][C:14]1=[O:22].C([O-])([O-])=O.[K+].[K+].O>CN(C=O)C>[CH3:10][O:9][C:7](=[O:8])[C:6]1[CH:11]=[CH:12][C:3]([CH2:2][N:13]2[C:17]3[CH:18]=[CH:19][CH:20]=[CH:21][C:16]=3[NH:15][C:14]2=[O:22])=[CH:4][CH:5]=1 |f:2.3.4|. Procedure: Referring to Schemes 1 and 2, a solution of methyl 4-bromomethylbenzoate (0.5 mmol) in DMF (2.5 mL) was treated with 1,3-Dihydro-benzoimidazol-2-one (0.5 mmol) and solid K2CO3 (0.6 mmol). After stirring at 23° C. for 4 h, the reaction was poured into water (10 mL) and the resulting solid was isolated by filtration. The filter cake was rinsed with water and allowed to dry in vacuo to yield 4-(2-Oxo-2,3-dihydro-benzoimidazol-1-ylmethyl)-benzoic acid methyl ester. Starting materials: N(C1=CC=CC=C1)C1=NC(=CC(=N1)COC)C1CC1 (2-anilino-4-methoxymethyl-6-cyclopropylpyrimidine), C=1C=CC(=CC1)NC(=N)N (phenylguanidine), C1(CC1)C(CC(COC)=O)=O (1-cyclopropyl-4-methoxy-1,3-butanedione), B(Br)(Br)Br (boron tribromide). Solvent: ClCCl (dichloromethane). Reaction conditions: temperature -68 celsius, time 2 hour. Yields the product N(C1=CC=CC=C1)C1=NC(=CC(=N1)CO)C1CC1 (2-anilino-4-hydroxymethyl- 6-cyclopropylpyrimidine). RXN SMILES: [NH:1]([C:8]1[N:13]=[C:12]([CH2:14][O:15]C)[CH:11]=[C:10]([CH:17]2[CH2:19][CH2:18]2)[N:9]=1)[C:2]1[CH:7]=[CH:6][CH:5]=[CH:4][CH:3]=1.C1C=CC(NC(N)=N)=CC=1.C1(C(=O)CC(=O)COC)CC1.B(Br)(Br)Br>ClCCl>[NH:1]([C:8]1[N:13]=[C:12]([CH2:14][OH:15])[CH:11]=[C:10]([CH:17]2[CH2:18][CH2:19]2)[N:9]=1)[C:2]1[CH:3]=[CH:4][CH:5]=[CH:6][CH:7]=1. Procedure: 5.9 g (23 mmol) of 2-anilino-4-methoxymethyl-6-cyclopropylpyrimidine, prepared from phenylguanidine and 1-cyclopropyl-4-methoxy-1,3-butanedione, are dissolved in 200 ml of dichloromethane and the solution is cooled to -68° C. 6.8 g (27 mmol) of boron tribromide are slowly added dropwise to the salmon-coloured solution within a period of half an hour, with vigorous stirring, and the cooling bath is then removed and stirring is continued for a further 2 hours at room temperature. After the additio... The reactants are CCO, COC(=O)c1ccc(S(C)(=O)=O)o1, [Na+], [OH-]. Product: CS(=O)(=O)c1ccc(C(=O)O)o1. As a reaction SMILES: [CH3:16][CH2:17][OH:18].[CH3:1][O:2][C:3](=[O:4])[c:5]1[o:6][c:7]([S:10](=[O:11])(=[O:12])[CH3:13])[cH:8][cH:9]1.[Na+:15].[OH-:14]>>[O:2]=[C:3]([OH:4])[c:5]1[o:6][c:7]([S:10](=[O:11])(=[O:12])[CH3:13])[cH:8][cH:9]1. Reported procedure: Starting with dimethylamine and 1-acetyl-5-bromo-2,3-dihydro-1H-indole-6-sulfonyl chloride, the title compound was prepared by using similar methods to those described for Preparation 27.1H NMR (DMSO-d6): 7.40 (1H, s), 7.01 (1H, s), 3.51 (2H, t), 3.01 (2H, t), 2.77 (6H, s). The reactants are CNC (dimethylamine), C(C)(=O)N1CCC2=CC(=C(C=C12)S(=O)(=O)Cl)Br (1-acetyl-5-bromo-2,3-dihydro-1H-indole-6-sulfonyl chloride). As a reaction SMILES: [CH3:1][NH:2][CH3:3].C([N:7]1[C:15]2[C:10](=[CH:11][C:12]([Br:20])=[C:13]([S:16](Cl)(=[O:18])=[O:17])[CH:14]=2)[CH2:9][CH2:8]1)(=O)C>>[CH3:1][N:2]([CH3:3])[S:16]([C:13]1[CH:14]=[C:15]2[C:10]([CH2:9][CH2:8][NH:7]2)=[CH:11][C:12]=1[Br:20])(=[O:18])=[O:17]. The product is CN(S(=O)(=O)C1=C(C=C2CCNC2=C1)Br)C (5-Bromo-2,3-dihydro-1H-indole-6-sulfonic acid dimethylamide).